From a dataset of the Open Reaction Database (ORD), a public repository of structured organic reaction records. describe an organic reaction: reactants, conditions, products, and yield Reactants: F[B-](F)(F)F, CN(C)C=O, O=C(O)c1cc2cc(C(=O)N3CCN(C4CCCC4)CC3)ccc2[nH]1, CCN(C(C)C)C(C)C, Cl, O=S1(=O)CCNCC1, CN(C)C(On1nnc2ccccc21)=[N+](C)C. The product is O=C(c1ccc2[nH]c(C(=O)N3CCS(=O)(=O)CC3)cc2c1)N1CCN(C2CCCC2)CC1. Reaction SMILES: [B-:27]([F:28])([F:29])([F:30])[F:31].[CH3:66][N:67]([CH3:68])[CH:69]=[O:70].[CH:1]1([N:6]2[CH2:7][CH2:8][N:9]([C:12](=[O:13])[c:14]3[cH:15][c:16]4[cH:17][c:18]([C:23](=[O:24])[OH:25])[nH:19][c:20]4[cH:21][cH:22]3)[CH2:10][CH2:11]2)[CH2:2][CH2:3][CH2:4][CH2:5]1.[CH:57]([N:58]([CH2:59][CH3:60])[CH:61]([CH3:62])[CH3:63])([CH3:64])[CH3:65].[ClH:26].[S:49]1(=[O:55])(=[O:56])[CH2:50][CH2:51][NH:52][CH2:53][CH2:54]1.[n:32]1([O:33][C:34]([N:35]([CH3:36])[CH3:37])=[N+:38]([CH3:39])[CH3:40])[c:41]2[cH:42][cH:43][cH:44][cH:45][c:46]2[n:47][n:48]1>>[CH:1]1([N:6]2[CH2:7][CH2:8][N:9]([C:12](=[O:13])[c:14]3[cH:15][c:16]4[cH:17][c:18]([C:23](=[O:24])[N:52]5[CH2:51][CH2:50][S:49](=[O:55])(=[O:56])[CH2:54][CH2:53]5)[nH:19][c:20]4[cH:21][cH:22]3)[CH2:10][CH2:11]2)[CH2:2][CH2:3][CH2:4][CH2:5]1. The reactants are [BH4-], C1CCOC1, CC(C)N, COCCCOS(C)(=O)=O, CC(C)N(CCC(O)c1cccc(Cl)c1)C(=O)OC(C)(C)C, [H-], [Na+], [Na+]. Product: COCCCOC(CCN(C(=O)OC(C)(C)C)C(C)C)c1cccc(Cl)c1. As a reaction SMILES: [BH4-:5].[CH2:41]1[O:42][CH2:43][CH2:44][CH2:45]1.[CH3:1][CH:2]([NH2:3])[CH3:4].[CH3:31][S:32]([O:33][CH2:36][CH2:37][CH2:38][O:39][CH3:40])(=[O:34])=[O:35].[Cl:7][c:8]1[cH:9][c:10]([CH:14]([CH2:15][CH2:16][N:17]([C:18]([O:19][C:20]([CH3:21])([CH3:22])[CH3:23])=[O:24])[CH:25]([CH3:26])[CH3:27])[OH:28])[cH:11][cH:12][cH:13]1.[H-:30].[Na+:29].[Na+:6]>>[Cl:7][c:8]1[cH:9][c:10]([CH:14]([CH2:15][CH2:16][N:17]([C:18]([O:19][C:20]([CH3:21])([CH3:22])[CH3:23])=[O:24])[CH:25]([CH3:26])[CH3:27])[O:28][CH2:36][CH2:37][CH2:38][O:39][CH3:40])[cH:11][cH:12][cH:13]1. Starting materials: Cc1noc(C(N)Cc2ccc(-c3ccc(F)c(Cl)c3)cc2)n1, COc1c(F)cc(-c2ccc(C(F)(F)F)cc2)cc1C(=O)O. The product is COc1c(F)cc(-c2ccc(C(F)(F)F)cc2)cc1C(=O)NC(Cc1ccc(-c2ccc(F)c(Cl)c2)cc1)c1nc(C)no1. Reaction SMILES: [Cl:23][c:24]1[cH:25][c:26](-[c:31]2[cH:32][cH:33][c:34]([CH2:37][CH:38]([c:39]3[n:40][c:41]([CH3:44])[n:42][o:43]3)[NH2:45])[cH:35][cH:36]2)[cH:27][cH:28][c:29]1[F:30].[F:1][c:2]1[c:3]([O:21][CH3:22])[c:4]([C:18](=[O:19])[OH:20])[cH:5][c:6](-[c:8]2[cH:9][cH:10][c:11]([C:14]([F:15])([F:16])[F:17])[cH:12][cH:13]2)[cH:7]1>>[F:1][c:2]1[c:3]([O:21][CH3:22])[c:4]([C:18](=[O:20])[NH:45][CH:38]([CH2:37][c:34]2[cH:33][cH:32][c:31](-[c:26]3[cH:25][c:24]([Cl:23])[c:29]([F:30])[cH:28][cH:27]3)[cH:36][cH:35]2)[c:39]2[n:40][c:41]([CH3:44])[n:42][o:43]2)[cH:5][c:6](-[c:8]2[cH:9][cH:10][c:11]([C:14]([F:15])([F:16])[F:17])[cH:12][cH:13]2)[cH:7]1. The reactants are S1CC=C(C2=C1C=CC=C2)C(=O)OCC (Ethyl 2H-1-benzothiopyran-4-carboxylate), C=CC=C (butadiene). Yields the product C1=CC=CC=2SCC3C(C21)(CC=CC3)C(=O)OCC (Ethyl 6,6a,7,10-tetrahydro-10aH-dibenzo[b,d]thiopyran-10a-carboxylate). Yield: 44.0%. As a reaction SMILES: [S:1]1[C:6]2[CH:7]=[CH:8][CH:9]=[CH:10][C:5]=2[C:4]([C:11]([O:13][CH2:14][CH3:15])=[O:12])=[CH:3][CH2:2]1.[CH2:16]=[CH:17][CH:18]=[CH2:19]>>[CH:10]1[C:5]2[C:4]3([C:11]([O:13][CH2:14][CH3:15])=[O:12])[CH2:16][CH:17]=[CH:18][CH2:19][CH:3]3[CH2:2][S:1][C:6]=2[CH:7]=[CH:8][CH:9]=1. Reported procedure: In an manner similar to that described in Example 16 the product of Example 17 was reacted with butadiene to give the title compound as a yellow oil (8.57 g, 44%). Starting materials: Cc1ccnc(Nc2ncc(Sc3ccnc(C(=O)NCC4(c5ccccn5)CCN(CC5COC(C)(C)O5)CC4)c3F)s2)c1, CO, Cl. Product: Cc1ccnc(Nc2ncc(Sc3ccnc(C(=O)NCC4(c5ccccn5)CCN(CC(O)CO)CC4)c3F)s2)c1. Reaction SMILES: [CH3:1][C:2]1([CH3:45])[O:3][CH2:4][CH:5]([CH2:7][N:8]2[CH2:9][CH2:10][C:11]([c:14]3[n:15][cH:16][cH:17][cH:18][cH:19]3)([CH2:20][NH:21][C:22]([c:23]3[c:24]([F:43])[c:25]([S:29][c:30]4[cH:31][n:32][c:33]([NH:35][c:36]5[n:37][cH:38][cH:39][c:40]([CH3:42])[cH:41]5)[s:34]4)[cH:26][cH:27][n:28]3)=[O:44])[CH2:12][CH2:13]2)[O:6]1.[CH3:47][OH:48].[ClH:46]>>[OH:3][CH2:4][CH:5]([OH:6])[CH2:7][N:8]1[CH2:9][CH2:10][C:11]([c:14]2[n:15][cH:16][cH:17][cH:18][cH:19]2)([CH2:20][NH:21][C:22]([c:23]2[c:24]([F:43])[c:25]([S:29][c:30]3[cH:31][n:32][c:33]([NH:35][c:36]4[n:37][cH:38][cH:39][c:40]([CH3:42])[cH:41]4)[s:34]3)[cH:26][cH:27][n:28]2)=[O:44])[CH2:12][CH2:13]1. Reactants: BrC=1N=C2C(=NC1)NC=C2C(=O)NC(CO[Si](C)(C)C(C)(C)C)(C)C (2-bromo-N-(1-(tert-butyldimethylsilyloxy)-2-methylpropan-2-yl)-5H-pyrrolo[2,3-b]pyrazine-7-carboxamide), CN(CCCN1N=C(C2=CC=C(C=C12)C)[Sn](CCCC)(CCCC)CCCC)C (N,N-dimethyl-3-(6-methyl-3-(tributylstannyl)-1H-indazol-1-yl)propan-1-amine). The reagents and catalysts are C=1C=CC(=CC1)[P](C=2C=CC=CC2)(C=3C=CC=CC3)[Pd]([P](C=4C=CC=CC4)(C=5C=CC=CC5)C=6C=CC=CC6)([P](C=7C=CC=CC7)(C=8C=CC=CC8)C=9C=CC=CC9)[P](C=1C=CC=CC1)(C=1C=CC=CC1)C=1C=CC=CC1 (tetrakis(triphenylphosphine)palladium(0)), [Cu](I)I (copper iodide). Run in O (water), CN(C)C=O (DMF). Reaction conditions: temperature 85 celsius. Yields the product [Si](C)(C)(C(C)(C)C)OCC(C)(C)NC(=O)C1=CNC2=NC=C(N=C21)C2=NN(C1=CC(=CC=C21)C)CCCN(C)C (N-(1-(tert-butyldimethylsilyloxy)-2-methylpropan-2-yl)-2-(1-(3-(dimethylamino)propyl)-6-methyl-1H-indazol-3-yl)-5H-pyrrolo[2,3-b]pyrazine-7-carboxamide). Isolated yield 253.4%. Reaction SMILES: Br[C:2]1[N:3]=[C:4]2[C:10]([C:11]([NH:13][C:14]([CH3:25])([CH3:24])[CH2:15][O:16][Si:17]([C:20]([CH3:23])([CH3:22])[CH3:21])([CH3:19])[CH3:18])=[O:12])=[CH:9][NH:8][C:5]2=[N:6][CH:7]=1.[CH3:26][N:27]([CH3:54])[CH2:28][CH2:29][CH2:30][N:31]1[C:39]2[C:34](=[CH:35][CH:36]=[C:37]([CH3:40])[CH:38]=2)[C:33]([Sn](CCCC)(CCCC)CCCC)=[N:32]1>CN(C=O)C.O.C1C=CC([P]([Pd]([P](C2C=CC=CC=2)(C2C=CC=CC=2)C2C=CC=CC=2)([P](C2C=CC=CC=2)(C2C=CC=CC=2)C2C=CC=CC=2)[P](C2C=CC=CC=2)(C2C=CC=CC=2)C2C=CC=CC=2)(C2C=CC=CC=2)C2C=CC=CC=2)=CC=1.[Cu](I)I>[Si:17]([O:16][CH2:15][C:14]([NH:13][C:11]([C:10]1[C:4]2[C:5](=[N:6][CH:7]=[C:2]([C:33]3[C:34]4[C:39](=[CH:38][C:37]([CH3:40])=[CH:36][CH:35]=4)[N:31]([CH2:30][CH2:29][CH2:28][N:27]([CH3:54])[CH3:26])[N:32]=3)[N:3]=2)[NH:8][CH:9]=1)=[O:12])([CH3:25])[CH3:24])([C:20]([CH3:23])([CH3:22])[CH3:21])([CH3:19])[CH3:18] |^1:64,66,85,104|. Procedure: A mixture of 2-bromo-N-(1-(tert-butyldimethylsilyloxy)-2-methylpropan-2-yl)-5H-pyrrolo[2,3-b]pyrazine-7-carboxamide (300 mg, 0.7 mmol) and N,N-dimethyl-3-(6-methyl-3-(tributylstannyl)-1H-indazol-1-yl)propan-1-amine (1.4 g, 2.76 mmol) with tetrakis(triphenylphosphine)palladium(0) (10 mg, 0.087 mmol), copper iodide (10 mg, 0.52 mmol) in 15 mL of dry DMF was heated to 85° C. overnight under N2. The reaction mixture was cooled to room temperature, diluted with 50 mL of water and the formed solid was... Reactants: CC=1C=CC2=C(NN=N2)C1 (6-Methylbenzotriazole), CI (methyl iodide). Yields the product CN1N=NC2=C1C=C(C=C2)C (1,6-Dimethyl-1H-benzotriazole). As a reaction SMILES: [CH3:1][C:2]1[CH:3]=[CH:4][C:5]2[N:9]=[N:8][NH:7][C:6]=2[CH:10]=1.[CH3:11]I>>[CH3:11][N:7]1[C:6]2[CH:10]=[C:2]([CH3:1])[CH:3]=[CH:4][C:5]=2[N:9]=[N:8]1. Procedure details: 6-Methylbenzotriazole is reacted with methyl iodide, yielding the title compound (in addition to the isomeric 2-methyl-2H and 3-methyl-3H compounds). The title compound is obtained in pure form by chromatography. Yields the product BrC=1C=C(C=CC1OCCN1CCOCC1)N (3-bromo-4-(2-morpholin-4-ylethoxy)phenylamine). Solvent: C(C)(=O)OCC (ethyl acetate). Reactants: BrC1=C(OCCN2CCOCC2)C=CC(=C1)[N+](=O)[O-] (4-[2-(2-bromo-4-nitrophenoxy)ethyl]morpholine), [H][H] (hydrogen). Reaction SMILES: [Br:1][C:2]1[CH:16]=[C:15]([N+:17]([O-])=O)[CH:14]=[CH:13][C:3]=1[O:4][CH2:5][CH2:6][N:7]1[CH2:12][CH2:11][O:10][CH2:9][CH2:8]1.[H][H]>[Ni].C(OCC)(=O)C>[Br:1][C:2]1[CH:16]=[C:15]([NH2:17])[CH:14]=[CH:13][C:3]=1[O:4][CH2:5][CH2:6][N:7]1[CH2:12][CH2:11][O:10][CH2:9][CH2:8]1. The reagents and catalysts are [Ni] (Raney nickel). Reported procedure: A reaction mixture of 220 mg (0.66 mmol) of 4-[2-(2-bromo-4-nitrophenoxy)ethyl]morpholine and 100 mg Raney nickel in 50 mL of ethyl acetate is hydrogenated at ambient temperature and 3 bar hydrogen. The catalyst is suction filtered and the filtrate is evaporated down. The purification is carried out by column chromatography on aluminum oxide (eluant: petroleum ether/ethyl acetate (1:1)). Yield: 100 mg (50% of theory); C12H17BrN2O2 (M=301.18); calc.: molecular ion peak (M+H)+: 301/303 (Br); found...